Task: describe an organic reaction: reactants, conditions, products, and yield. Dataset: the Open Reaction Database (ORD), a public repository of structured organic reaction records Starting materials: COC(C(C=C)(OC(C)=O)C)OC (1,1-dimethoxy-2-methyl-2-acetoxy-but-3-ene). The reagents and catalysts are [Cu]Cl (copper (I) chloride). Product: C(C)(=O)OCC=C(C(OC)OC)C (4,4-dimethoxy-3-methyl-crotyl acetate). Isolated yield 80.2%. RXN SMILES: [CH3:1][O:2][CH:3]([O:12][CH3:13])[C:4]([CH3:11])(OC(=O)C)[CH:5]=[CH2:6]>[Cu]Cl>[C:3]([O:12][CH2:6][CH:5]=[C:4]([CH3:11])[CH:3]([O:2][CH3:1])[O:12][CH3:13])(=[O:2])[CH3:4]. Procedure: 1,800 parts of 1,1-dimethoxy-2-methyl-2-acetoxy-but-3-ene and 1 part of copper (I) chloride were heated, with stirring, at 155°-160° C. in a reaction vessel equipped with a stirrer, an internal thermometer and a descending condenser, the degree of rearrangement being determined by examining small samples by gas chromatography. The low-boiling products formed distilled off continuously over the entire reaction time of 6 hours. Subsequent working up of the reaction mixture by distillation gave 1,4...